This data is from the Open Reaction Database (ORD), a public repository of structured organic reaction records. The task is: describe an organic reaction: reactants, conditions, products, and yield Reactants: C(C)(C)(C)C1=NC=C(C(=N1)OCC)C=1N(C(C(N1)C1=CC=C(C=C1)Cl)C1=CC=C(C=C1)Cl)C(=O)Cl (2-(2-tert-butyl-4-ethoxy-pyrimidin-5-yl)-4,5-bis-(4-chloro-phenyl)-4,5-dihydro-imidazole-1-carbonyl chloride), C(C)(=O)N1CCNCC1 (1-acetyl-piperazine). Yields the product C(C)(C)(C)C1=NC=C(C(=N1)OCC)C=1N([C@@H]([C@@H](N1)C1=CC=C(C=C1)Cl)C1=CC=C(C=C1)Cl)C(=O)N1CCN(CC1)C(C)=O (cis-1-{4-[2-(2-tert-butyl-4-ethoxy-pyrimidin-5-yl)-4,5-bis-(4-chloro-phenyl)-4,5-dihydro-imidazole-1-carbonyl]-piperazin-1-yl}-ethanone). Reaction SMILES: [C:1]([C:5]1[N:10]=[C:9]([O:11][CH2:12][CH3:13])[C:8]([C:14]2[N:15]([C:33](Cl)=[O:34])[CH:16]([C:26]3[CH:31]=[CH:30][C:29]([Cl:32])=[CH:28][CH:27]=3)[CH:17]([C:19]3[CH:24]=[CH:23][C:22]([Cl:25])=[CH:21][CH:20]=3)[N:18]=2)=[CH:7][N:6]=1)([CH3:4])([CH3:3])[CH3:2].[C:36]([N:39]1[CH2:44][CH2:43][NH:42][CH2:41][CH2:40]1)(=[O:38])[CH3:37]>>[C:1]([C:5]1[N:10]=[C:9]([O:11][CH2:12][CH3:13])[C:8]([C:14]2[N:15]([C:33]([N:42]3[CH2:43][CH2:44][N:39]([C:36](=[O:38])[CH3:37])[CH2:40][CH2:41]3)=[O:34])[C@H:16]([C:26]3[CH:31]=[CH:30][C:29]([Cl:32])=[CH:28][CH:27]=3)[C@H:17]([C:19]3[CH:24]=[CH:23][C:22]([Cl:25])=[CH:21][CH:20]=3)[N:18]=2)=[CH:7][N:6]=1)([CH3:4])([CH3:2])[CH3:3]. Reported procedure: cis-4-[2-(2-tert-butyl-4-ethoxy-pyrimidin-5-yl)-4,5-bis-(4-chloro-phenyl)-4,5-dihydro-imidazole-1-carbonyl chloride (example 20) was reacted with 1-acetyl-piperazine (Aldrich) to give cis-1-{4-[2-(2-tert-butyl-4-ethoxy-pyrimidin-5-yl)-4,5-bis-(4-chloro-phenyl)-4,5-dihydro-imidazole-1-carbonyl]-piperazin-1-yl}-ethanone in an analogous manner as described in example 1. HR-MS (ES, m/z) calculated for C32H37N6O3Cl2 [(M+H)+] 623.2299, observed 623.2303. The reactants are ClC1=NC=2N(C(N(C(C2N1CC1=C(C#N)C=CC=C1)=O)C)=O)C (2-(8-Chloro-1,3-dimethyl-2,6-dioxo-1,2,3,6-tetrahydropurin-7-ylmethyl)benzonitrile), C(C)(C)(C)OC(=O)N[C@@H]1CNCC1 ((3S)-(−)-3-(tert-butoxycarbonylamino)pyrrolidine). The product is C(C)(C)(C)OC(NC1CN(CC1)C1=NC=2N(C(N(C(C2N1CC1=C(C=CC=C1)C#N)=O)C)=O)C)=O ((1-(7-(2-Cyanobenzyl)-1,3-dimethyl-2,6-dioxo-1,2,3,6-tetrahydropurin-8-yl)pyrrolidin-3-yl)carbamic acid tert-butyl ester). As a reaction SMILES: Cl[C:2]1[N:10]([CH2:11][C:12]2[CH:19]=[CH:18][CH:17]=[CH:16][C:13]=2[C:14]#[N:15])[C:9]2[C:8](=[O:20])[N:7]([CH3:21])[C:6](=[O:22])[N:5]([CH3:23])[C:4]=2[N:3]=1.[C:24]([O:28][C:29]([NH:31][C@H:32]1[CH2:36][CH2:35][NH:34][CH2:33]1)=[O:30])([CH3:27])([CH3:26])[CH3:25]>>[C:24]([O:28][C:29](=[O:30])[NH:31][CH:32]1[CH2:36][CH2:35][N:34]([C:2]2[N:10]([CH2:11][C:12]3[CH:19]=[CH:18][CH:17]=[CH:16][C:13]=3[C:14]#[N:15])[C:9]3[C:8](=[O:20])[N:7]([CH3:21])[C:6](=[O:22])[N:5]([CH3:23])[C:4]=3[N:3]=2)[CH2:33]1)([CH3:27])([CH3:25])[CH3:26]. Procedure details: 2-(8-Chloro-1,3-dimethyl-2,6-dioxo-1,2,3,6-tetrahydropurin-7-ylmethyl)benzonitrile (1 A) (100 mg, 0.30 mmol) was reacted with (3S)-(−)-3-(tert-butoxycarbonylamino)pyrrolidine (282 mg, 1.52 mmol), and purified as described in example 7, step A, to afford compound (8A) as white crystals. Starting materials: COC(=O)CN(C(=O)CCCOc1ccc([N+](=O)[O-])c(C=O)c1)C1CCCCC1, Cl, [Na+], O=S([O-])O, c1ccncc1. Yields the product COC(=O)CN(C(=O)CCCOc1ccc([N+](=O)[O-])c(C(=O)O)c1)C1CCCCC1. Reaction SMILES: [CH:1]1([N:7]([C:8]([CH2:9][CH2:10][CH2:11][O:12][c:13]2[cH:14][c:15]([CH:22]=[O:23])[c:16]([N+:19](=[O:20])[O-:21])[cH:17][cH:18]2)=[O:24])[CH2:25][C:26](=[O:27])[O:28][CH3:29])[CH2:2][CH2:3][CH2:4][CH2:5][CH2:6]1.[ClH:30].[Na+:35].[S:31]([O-:32])(=[O:33])[OH:34].[cH:36]1[cH:37][cH:38][n:39][cH:40][cH:41]1>>[CH:1]1([N:7]([C:8]([CH2:9][CH2:10][CH2:11][O:12][c:13]2[cH:14][c:15]([C:22](=[O:23])[OH:32])[c:16]([N+:19](=[O:20])[O-:21])[cH:17][cH:18]2)=[O:24])[CH2:25][C:26](=[O:27])[O:28][CH3:29])[CH2:2][CH2:3][CH2:4][CH2:5][CH2:6]1.